From a dataset of the Open Reaction Database (ORD), a public repository of structured organic reaction records. describe an organic reaction: reactants, conditions, products, and yield Starting materials: Cl (HCl), ClC1=CC=C(C=C1)S(=O)(=O)N1CCN(CC1)C(=O)C1CCN(CC1)C1=NC(=NC(=C1)C)C (1-(4-Chlorophenylsulphonyl)-4-[1-(2,6-dimethylpyrimidin-4-yl)-4-piperidylcarbonyl]piperazine), [OH-].[Na+] (NaOH). Run in C1CCOC1 (THF), C1CCOC1 (THF). Conditions: time 4 hour. Yields the product ClC1=CC=C(C=C1)S(=O)(=O)N1CCN(CC1)CC1CCN(CC1)C1=NC(=NC(=C1)C)C (1-(4-chlorophenylsulphonyl)-4-[1-(2,6-dimethylpyrimidin-4-yl)-4-piperidylmethyl]piperazine). RXN SMILES: [Cl:1][C:2]1[CH:7]=[CH:6][C:5]([S:8]([N:11]2[CH2:16][CH2:15][N:14]([C:17]([CH:19]3[CH2:24][CH2:23][N:22]([C:25]4[CH:30]=[C:29]([CH3:31])[N:28]=[C:27]([CH3:32])[N:26]=4)[CH2:21][CH2:20]3)=O)[CH2:13][CH2:12]2)(=[O:10])=[O:9])=[CH:4][CH:3]=1.Cl.[OH-].[Na+]>C1COCC1>[Cl:1][C:2]1[CH:3]=[CH:4][C:5]([S:8]([N:11]2[CH2:12][CH2:13][N:14]([CH2:17][CH:19]3[CH2:20][CH2:21][N:22]([C:25]4[CH:30]=[C:29]([CH3:31])[N:28]=[C:27]([CH3:32])[N:26]=4)[CH2:23][CH2:24]3)[CH2:15][CH2:16]2)(=[O:9])=[O:10])=[CH:6][CH:7]=1 |f:2.3|. Procedure: 1-(4-Chlorophenylsulphonyl)-4-[1-(2,6-dimethylpyrimidin-4-yl)-4-piperidylcarbonyl]piperazine (603 mg, 0.96 mol) was refluxed in THF (5 ml), borane-dimethyl sulphide complex was added continuously and reflux continued for 4 hours. Reaction was stirred over a weekend to a residue. THF (5 ml) was added followed by 0.2 μL 6M HCl and stirred for 6 hours. Reaction basified by addition of dilute NaOH and partitioned between DCM and H2O. Organic layer was sepearted and dried in vacuo affording a white s... Reactants: NCCCOC1=C(C=C(C=C1)[N+](=O)[O-])NC(C)=O (2-acetylamino-4-nitrophenyl γ-aminopropyl ether). The reagents and catalysts are [Pd] (Pd/C). The solvent is C(C)O (ethanol). Conditions: time 1 hour. Yields the product NCCCOC1=C(C=C(C=C1)N)NC(C)=O (2-acetylamino-4-aminophenyl γ-aminopropyl ether). RXN SMILES: [NH2:1][CH2:2][CH2:3][CH2:4][O:5][C:6]1[CH:11]=[CH:10][C:9]([N+:12]([O-])=O)=[CH:8][C:7]=1[NH:15][C:16](=[O:18])[CH3:17]>C(O)C.[Pd]>[NH2:1][CH2:2][CH2:3][CH2:4][O:5][C:6]1[CH:11]=[CH:10][C:9]([NH2:12])=[CH:8][C:7]=1[NH:15][C:16](=[O:18])[CH3:17]. Procedure details: 0.026 mol (6.5 g) of 2-acetylamino-4-nitrophenyl γ-aminopropyl ether in 32 cm3 of absolute ethanol is reduced on a 10% strength Pd/C catalyst under a hydrogen pressure of 20 bars, at 80° C., for one hour. After filtration and after cooling the filtrate with a solid carbon dioxide bath, the expected product precipitates. The product is filtered off and dried in vacuo over P2O5. It melts at 102°-106° C. Starting materials: ClC(C1=NC(=NC(=N1)C(Cl)(Cl)Cl)C1=CC=C(C(=O)Cl)C=C1)(Cl)Cl (4-(4,6-Bis(trichloromethyl)-s-triazin-2-yl)-benzoyl chloride), C(CCC)O (n-butanol), C1(=CC=CC=C1)C (toluene). Run in N1=CC=CC=C1 (pyridine). Reaction conditions: temperature 15 celsius, time 3 hour. Product: ClC(C1=NC(=NC(=N1)C(Cl)(Cl)Cl)C1=CC=C(C(=O)OCCCC)C=C1)(Cl)Cl (butyl 4-(4,6-bis(trichloromethyl)-s-triazin-2-yl)benzoate). As a reaction SMILES: [Cl:1][C:2]([Cl:23])([Cl:22])[C:3]1[N:8]=[C:7]([C:9]([Cl:12])([Cl:11])[Cl:10])[N:6]=[C:5]([C:13]2[CH:21]=[CH:20][C:16]([C:17](Cl)=[O:18])=[CH:15][CH:14]=2)[N:4]=1.C([OH:28])CCC.[C:29]1(C)C=C[CH:32]=[CH:31][CH:30]=1>N1C=CC=CC=1>[Cl:11][C:9]([Cl:10])([Cl:12])[C:7]1[N:8]=[C:3]([C:2]([Cl:23])([Cl:22])[Cl:1])[N:4]=[C:5]([C:13]2[CH:21]=[CH:20][C:16]([C:17]([O:18][CH2:29][CH2:30][CH2:31][CH3:32])=[O:28])=[CH:15][CH:14]=2)[N:6]=1. Procedure details: 4-(4,6-Bis(trichloromethyl)-s-triazin-2-yl)-benzoyl chloride (9 pw) and n-butanol (1 pw) are added to dry toluene (100 pw). The mixture is stirred at 15° C., and 1.9 pw of pyridine is added dropwise. Stirring is continued for 3 hours. The resulting mixture is washed with 2% strength hydrochloric acid, 2% strength sodium hydroxide solution and then with water. After drying of the organic phase over magnesium sulfate, the solvent is removed by distillation, and the residue is recrystallized from e... Reactants: C(CC#C)O (3-butynol), BrC1=CC=C(C=C1)F (4-bromofluorobenzene). Reagents/catalysts: Cl[Pd]([P](C1=CC=CC=C1)(C2=CC=CC=C2)C3=CC=CC=C3)([P](C4=CC=CC=C4)(C5=CC=CC=C5)C6=CC=CC=C6)Cl (bis-(triphenylphosphine)-palladium(II) chloride), [Cu]I (copper(I) iodide), C1(=CC=CC=C1)P(C1=CC=CC=C1)C1=CC=CC=C1 (triphenylphosphine). The solvent is C(C)N(CC)CC (triethylamine). Reaction conditions: time 5 hour. Product: FC1=CC=C(C=C1)C#CCCO (4-(4-Fluorophenyl)-3-butynol). Isolated yield 85.3%. As a reaction SMILES: Br[C:2]1[CH:7]=[CH:6][C:5]([F:8])=[CH:4][CH:3]=1.[CH2:9]([OH:13])[CH2:10][C:11]#[CH:12]>C(N(CC)CC)C.Cl[Pd](Cl)([P](C1C=CC=CC=1)(C1C=CC=CC=1)C1C=CC=CC=1)[P](C1C=CC=CC=1)(C1C=CC=CC=1)C1C=CC=CC=1.[Cu]I.C1(P(C2C=CC=CC=2)C2C=CC=CC=2)C=CC=CC=1>[F:8][C:5]1[CH:6]=[CH:7][C:2]([C:12]#[C:11][CH2:10][CH2:9][OH:13])=[CH:3][CH:4]=1 |^1:23,42|. Reported procedure: 1 g of bis-(triphenylphosphine)-palladium(II) chloride, 3.8 g of copper(I) iodide and 8.7 g of triphenylphosphine were added in succession to a solution of 100 g of 4-bromofluorobenzene in 350 ml of triethylamine. This mixture was refluxed, after which 43.4 g of 3-butynol were added dropwise at this temperature (about 100° C.) in the course of 20 minutes. The mixture was stirred for a further 5 hours at this temperature. After the mixture had cooled, the triethylamine was distilled off. The resi... RXN SMILES: [CH3:16][CH2:17][OH:18].[CH:1](=[O:2])[NH:3][NH:4][c:5]1[cH:6][cH:7][c:8]([N+:11]([O-:12])=[O:13])[cH:9][cH:10]1.[H:14][H:15]>>[CH:1](=[O:2])[NH:3][NH:4][c:5]1[cH:6][cH:7][c:8]([NH2:11])[cH:9][cH:10]1. Reactants: CCO, O=CNNc1ccc([N+](=O)[O-])cc1, [H][H]. Yields the product Nc1ccc(NNC=O)cc1. Reactants: Cl, O=C(O)c1ccc(N2CC3=C(CN(C(=O)c4ccccc4C(F)(F)F)C3)C2)nc1, NCc1cscn1. The product is O=C(NCc1cscn1)c1ccc(N2CC3=C(CN(C(=O)c4ccccc4C(F)(F)F)C3)C2)nc1. Reaction SMILES: [ClH:37].[F:1][C:2]([c:3]1[c:4]([C:5](=[O:6])[N:7]2[CH2:8][C:9]3=[C:10]([CH2:11]2)[CH2:12][N:13]([c:15]2[n:16][cH:17][c:18]([C:19](=[O:20])[OH:21])[cH:22][cH:23]2)[CH2:14]3)[cH:24][cH:25][cH:26][cH:27]1)([F:28])[F:29].[s:30]1[cH:31][n:32][c:33]([CH2:35][NH2:36])[cH:34]1>>[F:1][C:2]([c:3]1[c:4]([C:5](=[O:6])[N:7]2[CH2:8][C:9]3=[C:10]([CH2:11]2)[CH2:12][N:13]([c:15]2[n:16][cH:17][c:18]([C:19](=[O:21])[NH:36][CH2:35][c:33]4[n:32][cH:31][s:30][cH:34]4)[cH:22][cH:23]2)[CH2:14]3)[cH:24][cH:25][cH:26][cH:27]1)([F:28])[F:29]. The reactants are CC(C)(C)OC(=O)NC(CCC(=O)N(Cc1ncc[nH]1)C1CCCCC1)C1CCCCC1, ClCCl, O=C(O)C(F)(F)F. Yields the product NC(CCC(=O)N(Cc1ncc[nH]1)C1CCCCC1)C1CCCCC1. RXN SMILES: [C:1]([O:2][C:3](=[O:4])[NH:7][CH:8]([CH2:9][CH2:10][C:11]([N:12]([CH2:13][c:14]1[nH:15][cH:16][cH:17][n:18]1)[CH:19]1[CH2:20][CH2:21][CH2:22][CH2:23][CH2:24]1)=[O:25])[CH:26]1[CH2:27][CH2:28][CH2:29][CH2:30][CH2:31]1)([CH3:5])([CH3:6])[CH3:32].[Cl:40][CH2:41][Cl:42].[OH:33][C:34]([C:35]([F:36])([F:37])[F:38])=[O:39]>>[NH2:7][CH:8]([CH2:9][CH2:10][C:11]([N:12]([CH2:13][c:14]1[n:15][cH:16][cH:17][nH:18]1)[CH:19]1[CH2:20][CH2:21][CH2:22][CH2:23][CH2:24]1)=[O:25])[CH:26]1[CH2:27][CH2:28][CH2:29][CH2:30][CH2:31]1. Reactants: C(C1=CC=CC=C1)OC1=CC(=C(C=C1)[N+](=O)[O-])C (4-benzyloxy-2-methyl nitrobenzene), S(=O)([O-])S(=O)[O-].[Na+].[Na+] (sodium hydrosulfite), N (ammonia). Solvent: CO.O (MeOH water). The product is C(C1=CC=CC=C1)OC1=CC(=C(N)C=C1)C (4-benzyloxy-2-methylaniline). The yield is 34.4%. As a reaction SMILES: [CH2:1]([O:8][C:9]1[CH:14]=[CH:13][C:12]([N+:15]([O-])=O)=[C:11]([CH3:18])[CH:10]=1)[C:2]1[CH:7]=[CH:6][CH:5]=[CH:4][CH:3]=1.S(S([O-])=O)([O-])=O.[Na+].[Na+].N>CO.O>[CH2:1]([O:8][C:9]1[CH:14]=[CH:13][C:12]([NH2:15])=[C:11]([CH3:18])[CH:10]=1)[C:2]1[CH:3]=[CH:4][CH:5]=[CH:6][CH:7]=1 |f:1.2.3,5.6|. Procedure: A solution of 4-benzyloxy-2-methyl nitrobenzene (6.4 mmol, 1.5 g) and sodium hydrosulfite (16 mmol, 2.2 g) in 140 mL of MeOH/water (2:1) was refluxed for two hours. Upon cooling, the solution was poured into 500 mL of aqueous ammonia and the product extracted into CH2Cl2 (4×). The organic layer was washed with water, brine and dried over Na2SO4, filtered and concentrated to provide 4-benzyloxy-2-methylaniline (0.47 g, 51%) as a light brown oil. 1H NMR (300 MHz, CDCl3) δ:7.4 (m, 5 H), 6.76 (d, J=... Reactants: 240, C=CC1=CC=CC=C1 (styrene), C(C=C)(=O)OCC(CCCC)CC (2-ethylhexyl acrylate), C(C=C)(=O)OC (methyl acrylate), epoxy resin, C(CCC)O (n-butanol). Product: C(C1=CC=CC=C1)(=O)OOC(C1=CC=CC=C1)=O (benzoyl peroxide). As a reaction SMILES: [CH2:1]=[CH:2][C:3]1[CH:8]=CC=CC=1.C([O:13][CH2:14][CH:15]([CH2:20][CH3:21])[CH2:16][CH2:17][CH2:18]C)(=O)C=C.[C:22]([O:26]C)(=[O:25])[CH:23]=[CH2:24].C([OH:32])CCC>>[C:22]([O:26][O:32][C:14](=[O:13])[C:15]1[CH:16]=[CH:17][CH:18]=[CH:21][CH:20]=1)(=[O:25])[C:23]1[CH:8]=[CH:3][CH:2]=[CH:1][CH:24]=1. Reported procedure: In a flask was charged 450 parts of n-butanol, and a mixture of 240 parts of styrene, 180 parts of 2-ethylhexyl acrylate, 300 parts of methyl acrylate, 500 parts of the epoxy resin-bound acrylic monomer solution obtained in Synthesis example 19 and 15 parts of benzoyl peroxide was gradually added dropwise at 80° to 90° C. over 3 hours. Then, a mixture of 2 parts of benzoyl peroxide and 30 parts of n-butanol was gradually added dropwise at the same temperature over 30 minutes. Stirring was contin...